This data is from the Open Reaction Database (ORD), a public repository of structured organic reaction records. The task is: describe an organic reaction: reactants, conditions, products, and yield The reactants are C(C)(=O)OCCCCCCCCCCCC(=O)Cl (12-acetoxy-n-dodecanoyl chloride), [Cl-].[Al+3].[Cl-].[Cl-] (aluminum chloride), COC=1C=C(C=C(C1OC)OC)C (3,4,5-trimethoxytoluene), CO (Methanol). The solvent is ClCCCl (1,2-dichloroethane), 1,2-dichloromethane. Conditions: time 2 hour. The product is OCCCCCCCCCCCC(=O)C1=C(C=C(C(=C1O)OC)OC)C (6-(12-hydroxy-1-oxododecyl)-2,3-dimethoxy-5-methylphenol). The yield is 75.5%. RXN SMILES: C([O:4][CH2:5][CH2:6][CH2:7][CH2:8][CH2:9][CH2:10][CH2:11][CH2:12][CH2:13][CH2:14][CH2:15][C:16](Cl)=[O:17])(=O)C.[Cl-].[Al+3].[Cl-].[Cl-].[CH3:23][O:24][C:25]1[CH:26]=[C:27]([CH3:35])[CH:28]=[C:29]([O:33]C)[C:30]=1[O:31][CH3:32].CO>ClCCCl>[OH:4][CH2:5][CH2:6][CH2:7][CH2:8][CH2:9][CH2:10][CH2:11][CH2:12][CH2:13][CH2:14][CH2:15][C:16]([C:28]1[C:29]([OH:33])=[C:30]([O:31][CH3:32])[C:25]([O:24][CH3:23])=[CH:26][C:27]=1[CH3:35])=[O:17] |f:1.2.3.4|. Reported procedure: To a solution of 12-acetoxy-n-dodecanoyl chloride (8.5 g) in 1,2-dichloroethane (30 ml) is added aluminum chloride (8.2 g) and the mixture is stirred at room temperature for 2 hours. The mixture is cooled to 5° C. and a solution of 3,4,5-trimethoxytoluene (5.6 g) in 1,2-dichloromethane (20 ml) is added to the above mixture. The mixture is stirred at room temperature for 72 hours, and at 50° C.-60° C. for 30 minutes. Methanol (200 ml) is added to the reaction mixture and the mixture is stirred at... The reactants are COC1=CC=C(CN(S(=O)(=O)C=2C=CC3=C(OCCN3)C2)C=2SC=CN2)C=C1 (N-(4-methoxybenzyl)-N-(thiazol-2-yl)-3,4-dihydro-2H-benzo[b][1,4]oxazine-7-sulfonamide), COC1=CC=C(CN(S(=O)(=O)C=2C=CC3=C(OCCN3)C2)C=2SC=CN2)C=C1 (N-(4-methoxybenzyl)-N-(thiazol-2-yl)-3,4-dihydro-2H-benzo[b][1,4]oxazine-7-sulfonamide), BrC=1C=C(C#N)C=CC1OC (3-bromo-4-methoxybenzonitrile), CC1(C2=C(C(=CC=C2)P(C3=CC=CC=C3)C4=CC=CC=C4)OC5=C(C=CC=C51)P(C6=CC=CC=C6)C7=CC=CC=C7)C (Xantphos), C([O-])([O-])=O.[Cs+].[Cs+] (cesium carbonate). Reagents/catalysts: C=1C=CC(=CC1)/C=C/C(=O)/C=C/C2=CC=CC=C2.C=1C=CC(=CC1)/C=C/C(=O)/C=C/C2=CC=CC=C2.C=1C=CC(=CC1)/C=C/C(=O)/C=C/C2=CC=CC=C2.[Pd].[Pd] (Pd2(dba)3). Run at time 4 hour. Product: C(#N)C=1C=CC(=C(C1)N1C2=C(OCC1)C=C(C=C2)S(=O)(=O)NC=2SC=CN2)OC (4-(5-cyano-2-methoxyphenyl)-N-(thiazol-2-yl)-3,4-dihydro-2H-benzo[b][1,4]oxazine-7-sulfonamide). The yield is 70.3%. RXN SMILES: COC1C=CC(C[N:8]([C:22]2[S:23][CH:24]=[CH:25][N:26]=2)[S:9]([C:12]2[CH:13]=[CH:14][C:15]3[NH:20][CH2:19][CH2:18][O:17][C:16]=3[CH:21]=2)(=[O:11])=[O:10])=CC=1.Br[C:30]1[CH:31]=[C:32]([CH:35]=[CH:36][C:37]=1[O:38][CH3:39])[C:33]#[N:34].CC1(C)C2C(=C(P(C3C=CC=CC=3)C3C=CC=CC=3)C=CC=2)OC2C(P(C3C=CC=CC=3)C3C=CC=CC=3)=CC=CC1=2.C(=O)([O-])[O-].[Cs+].[Cs+]>C1C=CC(/C=C/C(/C=C/C2C=CC=CC=2)=O)=CC=1.C1C=CC(/C=C/C(/C=C/C2C=CC=CC=2)=O)=CC=1.C1C=CC(/C=C/C(/C=C/C2C=CC=CC=2)=O)=CC=1.[Pd].[Pd]>[C:33]([C:32]1[CH:31]=[CH:30][C:37]([O:38][CH3:39])=[C:36]([N:20]2[CH2:19][CH2:18][O:17][C:16]3[CH:21]=[C:12]([S:9]([NH:8][C:22]4[S:23][CH:24]=[CH:25][N:26]=4)(=[O:10])=[O:11])[CH:13]=[CH:14][C:15]2=3)[CH:35]=1)#[N:34] |f:3.4.5,6.7.8.9.10|. Procedure: A vial was charged with N-(4-methoxybenzyl)-N-(thiazol-2-yl)-3,4-dihydro-2H-benzo[b][1,4]oxazine-7-sulfonamide (INTERMEDIate M) (80 mg, 0.192 mmol), 3-bromo-4-methoxybenzonitrile (81 mg, 0.383 mmol), Xantphos (22.17 mg, 0.038 mmol), Pd2(dba)3 (17.55 mg, 0.019 mmol), and cesium carbonate (187 mg, 0.575 mmol). The vessel was flushed with Ar (g), then 1,4-dioxane (1916 μl) was added. The vessel was sealed and placed in a 100° C. heating bath for 20 h. The mixture was filtered through celite with th...